The task is: describe an organic reaction: reactants, conditions, products, and yield. This data is from the Open Reaction Database (ORD), a public repository of structured organic reaction records. Reactants: N,N'-carbonyldiimidazole, COC1=CC=C(CS[C@H]2C[C@H](N(C2)C(=O)OCC2=CC=C(C=C2)[N+](=O)[O-])C(=O)O)C=C1 ((2S,4S)-4-(4-methoxybenzylthio)-1-(4-nitrobenzyloxycarbonyl)-2-pyrrolidinecarboxylic acid), FC(C(=O)O)(F)F.FC(C(=O)O)(F)F.[N+](=O)([O-])C1=CC=C(COC(=O)OCCN2CCNCCC2)C=C1 (4-[2-(4-nitrobenzyloxycarbonyl)oxyethyl]homopiperazine bis(trifluoroacetate)). Solvent: C(C)(=O)OCC (ethyl acetate), C(C)#N (acetonitrile), C(C)#N (acetonitrile), C(C)(C)N(CC)C(C)C (diisopropylethylamine). Conditions: time 30 minute. The product is COC1=CC=C(CS[C@H]2C[C@H](N(C2)C(=O)OCC2=CC=C(C=C2)[N+](=O)[O-])C(=O)N2CCN(CCC2)CCOC(=O)OCC2=CC=C(C=C2)[N+](=O)[O-])C=C1 ((2S,4S)-4-(4-Methoxybenzylthio)-2-{4-[2-(4-nitrobenzyloxycarbonyl)oxyethyl]-1-homopiperazinylcarbonyl}-1-(4-nitrobenzyloxycarbonyl)pyrrolidine). Yield: 62.1%. As a reaction SMILES: [CH3:1][O:2][C:3]1[CH:31]=[CH:30][C:6]([CH2:7][S:8][C@@H:9]2[CH2:13][N:12]([C:14]([O:16][CH2:17][C:18]3[CH:23]=[CH:22][C:21]([N+:24]([O-:26])=[O:25])=[CH:20][CH:19]=3)=[O:15])[C@H:11]([C:27](O)=[O:28])[CH2:10]2)=[CH:5][CH:4]=1.FC(F)(F)C(O)=O.FC(F)(F)C(O)=O.[N+:46]([C:49]1[CH:68]=[CH:67][C:52]([CH2:53][O:54][C:55]([O:57][CH2:58][CH2:59][N:60]2[CH2:66][CH2:65][CH2:64][NH:63][CH2:62][CH2:61]2)=[O:56])=[CH:51][CH:50]=1)([O-:48])=[O:47]>C(#N)C.C(N(C(C)C)CC)(C)C.C(OCC)(=O)C>[CH3:1][O:2][C:3]1[CH:31]=[CH:30][C:6]([CH2:7][S:8][C@@H:9]2[CH2:13][N:12]([C:14]([O:16][CH2:17][C:18]3[CH:23]=[CH:22][C:21]([N+:24]([O-:26])=[O:25])=[CH:20][CH:19]=3)=[O:15])[C@H:11]([C:27]([N:63]3[CH2:64][CH2:65][CH2:66][N:60]([CH2:59][CH2:58][O:57][C:55]([O:54][CH2:53][C:52]4[CH:67]=[CH:68][C:49]([N+:46]([O-:48])=[O:47])=[CH:50][CH:51]=4)=[O:56])[CH2:61][CH2:62]3)=[O:28])[CH2:10]2)=[CH:5][CH:4]=1 |f:1.2.3|. Procedure: 860 mg of (2S,4S)-4-(4-methoxybenzylthio)-1-(4-nitrobenzyloxycarbonyl)-2-pyrrolidinecarboxylic acid [prepared as described in Preparation 1(b)] were dissolved in 8 ml of anhydrous acetonitrile, and 410 mg of N,N'-carbonyldiimidazole were added to the resulting solution. The resulting mixture was then stirred at room temperature for 30 minutes, after which a solution of 1250 mg of 4-[2-(4-nitrobenzyloxycarbonyl)oxyethyl]homopiperazine bis(trifluoroacetate) in 5 ml of acetonitrile and 860 μl of di... The reactants are CN(C1=C(C=C(C=C1)C1NCCC1)Cl)C ((RS)-2-(4-dimethylamino-3-chloro-phenyl)-pyrrolidine), ClC1=CC=C(C=C1)S(=O)(=O)Cl (4-chloro-benzenesulfonyl chloride). Product: ClC1=CC=C(C=C1)S(=O)(=O)N1C(CCC1)C1=CC(=C(C=C1)N(C)C)Cl ((RS)-1-(4-Chloro-benzenesulfonyl)-2-(4-dimethylamino-3-chloro-phenyl)-pyrrolidine). RXN SMILES: [CH3:1][N:2]([CH3:15])[C:3]1[CH:8]=[CH:7][C:6]([CH:9]2[CH2:13][CH2:12][CH2:11][NH:10]2)=[CH:5][C:4]=1[Cl:14].[Cl:16][C:17]1[CH:22]=[CH:21][C:20]([S:23](Cl)(=[O:25])=[O:24])=[CH:19][CH:18]=1>>[Cl:16][C:17]1[CH:22]=[CH:21][C:20]([S:23]([N:10]2[CH2:11][CH2:12][CH2:13][CH:9]2[C:6]2[CH:7]=[CH:8][C:3]([N:2]([CH3:15])[CH3:1])=[C:4]([Cl:14])[CH:5]=2)(=[O:25])=[O:24])=[CH:19][CH:18]=1. Reported procedure: The title compound, white solid, m.p. 103° C. and MS: m/e=398 (M+) was prepared in accordance with the general method of example 1e from (RS)-2-(4-dimethylamino-3-chloro-phenyl)-pyrrolidine and 4-chloro-benzenesulfonyl chloride.